From a dataset of the Open Reaction Database (ORD), a public repository of structured organic reaction records. describe an organic reaction: reactants, conditions, products, and yield The reactants are BrC1=CC=C(C2=CC=CC=C12)OCCBr (2-(4-bromo-1-naphthyloxy)ethyl bromide), NC1=CC=C(C(=O)OCC)C=C1 (ethyl 4-aminobenzoate), CN(P(=O)(N(C)C)N(C)C)C (hexamethylphosphoramide). The solvent is O (water). Yields the product BrC1=CC=C(C2=CC=CC=C12)OCCNC1=CC=C(C(=O)OCC)C=C1 (Ethyl p-{[2-(4-bromo-1-naphthyloxy)ethyl]amino}benzoate). RXN SMILES: [Br:1][C:2]1[C:11]2[C:6](=[CH:7][CH:8]=[CH:9][CH:10]=2)[C:5]([O:12][CH2:13][CH2:14]Br)=[CH:4][CH:3]=1.[NH2:16][C:17]1[CH:27]=[CH:26][C:20]([C:21]([O:23][CH2:24][CH3:25])=[O:22])=[CH:19][CH:18]=1.CN(C)P(N(C)C)(N(C)C)=O>O>[Br:1][C:2]1[C:11]2[C:6](=[CH:7][CH:8]=[CH:9][CH:10]=2)[C:5]([O:12][CH2:13][CH2:14][NH:16][C:17]2[CH:18]=[CH:19][C:20]([C:21]([O:23][CH2:24][CH3:25])=[O:22])=[CH:26][CH:27]=2)=[CH:4][CH:3]=1. Procedure details: The solution of 7.0 g. of 2-(4-bromo-1-naphthyloxy)ethyl bromide and 7.9 g. of ethyl 4-aminobenzoate in 50 ml. of hexamethylphosphoramide is heated for 18 hours, then cooled and diluted with 50 ml. of water. The precipitate is collected and crystallized from 200 ml. of methylcyclohexane and then from 100 ml. of ethanol, m.p. 126°-127° C. Reactants: TEA, [Si](C1=CC=CC=C1)(C1=CC=CC=C1)(C(C)(C)C)OC[C@H]1[C@@H](C1)CO (trans-(2-((tert-butyldiphenylsilyloxy)methyl)cyclopropyl)methanol), CS(=O)(=O)Cl (methanesulfonyl chloride), C1CCOC1 (THF). Run in O (water). Reaction conditions: time 2 hour. Product: CS(=O)(=O)OC[C@H]1[C@@H](C1)CO[Si](C1=CC=CC=C1)(C1=CC=CC=C1)C(C)(C)C (trans-(2-(((tert-butyldiphenylsilyl)oxy)methyl)cyclopropyl)methyl methanesulfonate). The yield is 100.0%. RXN SMILES: [Si:1]([O:18][CH2:19][C@@H:20]1[CH2:22][C@H:21]1[CH2:23][OH:24])([C:14]([CH3:17])([CH3:16])[CH3:15])([C:8]1[CH:13]=[CH:12][CH:11]=[CH:10][CH:9]=1)[C:2]1[CH:7]=[CH:6][CH:5]=[CH:4][CH:3]=1.[CH3:25][S:26](Cl)(=[O:28])=[O:27].C1COCC1>O>[CH3:25][S:26]([O:24][CH2:23][C@@H:21]1[CH2:22][C@H:20]1[CH2:19][O:18][Si:1]([C:14]([CH3:17])([CH3:16])[CH3:15])([C:8]1[CH:9]=[CH:10][CH:11]=[CH:12][CH:13]=1)[C:2]1[CH:3]=[CH:4][CH:5]=[CH:6][CH:7]=1)(=[O:28])=[O:27]. Procedure details: TEA (0.450 mL, 3.23 mmol) was added to a mixture of trans-(2-((tert-butyldiphenylsilyloxy)methyl)cyclopropyl)methanol (1 g, 2.94 mmol), methanesulfonyl chloride (0.250 mL, 3.23 mmol) and THF (10 mL) at 0° C., and the mixture was stirred at room temperature for 2 hr. To the reaction mixture was added water, and the mixture was extracted with ethyl acetate. The organic layer was washed with brine, and dried over magnesium sulfate, and the solvent was evaporated under reduced pressure to give trans... Reactants: BrCC(=O)C=1C2=C(OC1)C=CC=C2 (3-(2-bromoacetyl)benzo[b]furan), N1C(NCC1)=S (2-imidazolidinethione), C(C)O (ethanol). Run in C(C)(=O)O (acetic acid). Yields the product Br.O1C2=C(C(=C1)C=1N3C(SC1)=NCC3)C=CC=C2 (3-(benzo[b]furan-3-yl)-5,6-dihydroimidazo[2,1-b]thiazole monohydrobromide). Isolated yield 56.4%. As a reaction SMILES: [Br:1][CH2:2][C:3]([C:5]1[C:6]2[CH:13]=[CH:12][CH:11]=[CH:10][C:7]=2[O:8][CH:9]=1)=O.[NH:14]1[CH2:18][CH2:17][NH:16][C:15]1=[S:19].C(O)C>C(O)(=O)C>[BrH:1].[O:8]1[CH:9]=[C:5]([C:3]2[N:16]3[CH2:17][CH2:18][N:14]=[C:15]3[S:19][CH:2]=2)[C:6]2[CH:13]=[CH:12][CH:11]=[CH:10][C:7]1=2 |f:4.5|. Procedure details: A mixture of 3-(2-bromoacetyl)benzo[b]furan (36.9 g), 2-imidazolidinethione (15.75 g), ethanol (600 ml) and acetic acid (400 ml) was heated under reflux for 21 hours then allowed to cool to ambient temperature. The resulting solid was collected by filtration, washed with ether (500 ml), and dissolved in hot methanol (500 ml). Charcoal (2 g) was added and the hot mixture was stirred for a few minutes, then filtered and allowed to cool to ambient temperature. The resulting solid was collected by f... Starting materials: FC1=CC=C(C=C1)N1C=NC(=C1)C(=O)O (1-(4-Fluoro-phenyl)-1H-imidazole-4-carboxylic acid), CO (methanol), O1CCCC1.B (Borane tetrahydrofuran). Solvent: C1CCOC1 (THF). Reaction conditions: time 8 hour. The product is FC1=CC=C(C=C1)N1C=NC(=C1)CO ([1 -(4-Fluoro-phenyl)-1H-imidazol-4-yl]-methanol), solid. The yield is 78.0%. As a reaction SMILES: [F:1][C:2]1[CH:7]=[CH:6][C:5]([N:8]2[CH:12]=[C:11]([C:13](O)=[O:14])[N:10]=[CH:9]2)=[CH:4][CH:3]=1.O1CCCC1.B.CO>C1COCC1>[F:1][C:2]1[CH:3]=[CH:4][C:5]([N:8]2[CH:12]=[C:11]([CH2:13][OH:14])[N:10]=[CH:9]2)=[CH:6][CH:7]=1 |f:1.2|. Procedure details: 1-(4-Fluoro-phenyl)-1H-imidazole-4-carboxylic acid (18 g, 87 mmol) was dissolved in 90 mL dry THF. Borane tetrahydrofuran complex (174 mL, 1M in THF, 174 mmol) was added dropwise. The reaction was refluxed for 2 h and stirred at room temperature overnight. The reaction mixture was cooled to 0° C. and 100 mL methanol were added dropwise. The solvents were evaporated. The residue was taken up in 100 mL 2N HCl and refluxed for 2 h. The reaction mixture was then cooled to 0° C. and 120 mL 2N sodium ... The reactants are C1(CC1)NC(NC1=CC(=C(OC2=C3C(=NC=C2)C=C(S3)C3=CC=C(C=N3)CN3CCC(CC3)NC(NCC(=O)OCC)=O)C=C1)F)=O (Ethyl 2-(3-(1-((6-(7-(4-(3-cyclopropylureido)-2-fluorophenoxy)thieno[3,2-b]pyridin-2-yl)pyridin-3-yl)methyl)piperidin-4-yl)ureido)acetate), [OH-].[Na+] (NaOH). Run in CO (MeOH). Conditions: time 20 hour. Yields the product C1(CC1)NC(NC1=CC(=C(OC2=C3C(=NC=C2)C=C(S3)C3=CC=C(C=N3)CN3CCC(CC3)NC(NCC(=O)O)=O)C=C1)F)=O (2-(3-(1-((6-(7-(4-(3-Cyclopropylureido)-2-fluorophenoxy)thieno[3,2-b]pyridin-2-yl)pyridin-3-yl)methyl)piperidin-4-yl)ureido)acetic acid), solid. The yield is 60.0%. As a reaction SMILES: [CH:1]1([NH:4][C:5](=[O:47])[NH:6][C:7]2[CH:45]=[CH:44][C:10]([O:11][C:12]3[CH:17]=[CH:16][N:15]=[C:14]4[CH:18]=[C:19]([C:21]5[N:26]=[CH:25][C:24]([CH2:27][N:28]6[CH2:33][CH2:32][CH:31]([NH:34][C:35](=[O:43])[NH:36][CH2:37][C:38]([O:40]CC)=[O:39])[CH2:30][CH2:29]6)=[CH:23][CH:22]=5)[S:20][C:13]=34)=[C:9]([F:46])[CH:8]=2)[CH2:3][CH2:2]1.[OH-].[Na+]>CO>[CH:1]1([NH:4][C:5](=[O:47])[NH:6][C:7]2[CH:45]=[CH:44][C:10]([O:11][C:12]3[CH:17]=[CH:16][N:15]=[C:14]4[CH:18]=[C:19]([C:21]5[N:26]=[CH:25][C:24]([CH2:27][N:28]6[CH2:29][CH2:30][CH:31]([NH:34][C:35](=[O:43])[NH:36][CH2:37][C:38]([OH:40])=[O:39])[CH2:32][CH2:33]6)=[CH:23][CH:22]=5)[S:20][C:13]=34)=[C:9]([F:46])[CH:8]=2)[CH2:3][CH2:2]1 |f:1.2|. Procedure: To a suspension of 425 (78 mg, 0.12 mmol) in MeOH (3 mL) was added 1N NaOH (0.6 mL, 0.6 mmol). The reaction mixture was stirred at RT for 20 h. The reaction mixture was then concentrated, diluted with water and the pH was adjusted to 6-7 by addition of 1N HCl. To the resulting suspension was added MeOH to dissolve the mixture clearly, and purified via Biotage [KP-C18-HS 30 g, gradient 20-95% (methanol/water)]. Title compound 426 was obtained as a white solid (79.5 mg, 60% yield). 1H NMR (400 MHz...